Dataset: the Open Reaction Database (ORD), a public repository of structured organic reaction records. Task: describe an organic reaction: reactants, conditions, products, and yield Starting materials: CC(=O)c1ccc(CCc2cnc3c(N)nc4cc(C)ccc4c3c2)cc1, CC(N)CO. Yields the product Cc1ccc2c(c1)nc(N)c1ncc(CCc3ccc(C(C)NC(C)CO)cc3)cc12. Reaction SMILES: [NH2:1][c:2]1[n:3][c:4]2[c:5]([c:6]3[cH:7][c:8]([CH2:12][CH2:13][c:14]4[cH:15][cH:16][c:17]([C:20]([CH3:21])=[O:22])[cH:18][cH:19]4)[cH:9][n:10][c:11]13)[cH:23][cH:24][c:25]([CH3:27])[cH:26]2.[NH2:28][CH:29]([CH2:30][OH:31])[CH3:32]>>[NH2:1][c:2]1[n:3][c:4]2[c:5]([c:6]3[cH:7][c:8]([CH2:12][CH2:13][c:14]4[cH:15][cH:16][c:17]([CH:20]([CH3:21])[NH:28][CH:29]([CH2:30][OH:31])[CH3:32])[cH:18][cH:19]4)[cH:9][n:10][c:11]13)[cH:23][cH:24][c:25]([CH3:27])[cH:26]2. Starting materials: CN1C(=CC=2C(NC=C(C21)C(=O)OC)=O)C (methyl 1,2-dimethyl-4-oxo-4,5-dihydro-1H-pyrrolo[3,2-c]pyridine-7-carboxylate), P(=O)(Cl)(Cl)Cl (phosphorus oxychloride). Product: ClC1=NC=C(C2=C1C=C(N2C)C)C(=O)OC (Methyl 4-chloro-1,2-dimethyl-1H-pyrrolo[3,2-c]pyridine-7-carboxylate). As a reaction SMILES: [CH3:1][N:2]1[C:10]2[C:9]([C:11]([O:13][CH3:14])=[O:12])=[CH:8][NH:7][C:6](=O)[C:5]=2[CH:4]=[C:3]1[CH3:16].P(Cl)(Cl)([Cl:19])=O>>[Cl:19][C:6]1[C:5]2[CH:4]=[C:3]([CH3:16])[N:2]([CH3:1])[C:10]=2[C:9]([C:11]([O:13][CH3:14])=[O:12])=[CH:8][N:7]=1. Reported procedure: A solution of methyl 1,2-dimethyl-4-oxo-4,5-dihydro-1H-pyrrolo[3,2-c]pyridine-7-carboxylate (1.311 g) in phosphorus oxychloride (7 ml) was heated under reflux for four hours, then evaporated under reduced pressure. The residual liquid was added to a mixture of ethyl acetate and saturated aqueous sodium bicarbonate. The aqueous layer was extracted with a further portion of ethyl acetate. The combined organic extracts were washed with saturated aqueous sodium bicarbonate and then water. After filt... Reactants: BrC=1C=C2CCN(C2=C(C1)[N+](=O)[O-])C(=O)C(=O)OCC (5-bromo-7-nitro-N-ethoxalylindoline), O (water), C(C)(=O)O (acetic acid). The reagents and catalysts are [Cl-].[Cl-].[Cl-].[Ti+3] (titanium trichloride). Solvent: C1CCOC1 (THF). Run at time 4 hour. The product is BrC=1C=C2C=3N(C(C(NC3C1)=O)=O)CC2 (8-Bromo-5,6-dihydro-1H-pyrrolo[1,2,3-de]quinoxaline-2,3-dione). Yield: 49.6%. RXN SMILES: [Br:1][C:2]1[CH:3]=[C:4]2[C:8](=[C:9]([N+:11]([O-])=O)[CH:10]=1)[N:7]([C:14]([C:16]([O:18]CC)=O)=[O:15])[CH2:6][CH2:5]2.O.C(O)(=O)C>C1COCC1.[Cl-].[Cl-].[Cl-].[Ti+3]>[Br:1][C:2]1[CH:3]=[C:4]2[CH2:5][CH2:6][N:7]3[C:14](=[O:15])[C:16](=[O:18])[NH:11][C:9]([CH:10]=1)=[C:8]23 |f:4.5.6.7|. Reported procedure: To a solution of 5-bromo-7-nitro-N-ethoxalylindoline (2.0 g, 5.83 mmol) in a mixture of THF (50 mL), water (10 mL), and acetic acid (10 mL) was added aqueous 20% titanium trichloride (31 mL, 40.8 mmol) and the mixture was stirred for 4 h at room temperature. The precipitates formed were collected by filtration, washed with diluted aqueous hydrochloric acid and then distilled water, and dried in vacuo to give 772 mg of the title compound (50%): mp>300° C.; 1H NMR (270 MHz, DMSO-d6) δ11.91 (bs, 1H... Starting materials: [Si](C)(C)(C(C)(C)C)OCCN(CC(=O)OC(C)(C)C)C(=O)C=1C=NN(C1)C1=CC=C(C=C1)OCCCN1[C@@H](CCC1)C (tert-butyl N-{2-(tert-butyldimethylsilyloxy)ethyl}-N-{[1-(4-{3-[(2R)-2-methylpyrrolidin-1-yl]propoxy}phenyl)-1H-pyrazol-4-yl]carbonyl}glycinate), [F-].C(CCC)[N+](CCCC)(CCCC)CCCC (tetrabutylammonium fluoride). The solvent is O1CCCC1 (tetrahydrofuran), O1CCCC1 (tetrahydrofuran). Conditions: time 30 minute. Product: OCCN(CC(=O)OC(C)(C)C)C(=O)C=1C=NN(C1)C1=CC=C(C=C1)OCCCN1[C@@H](CCC1)C (tert-butyl N-(2-hydroxyethyl)-N-{[1-(4-{3-[(2R)-2-methylpyrrolidin-1-yl]propoxy}phenyl)-1H-pyrazol-4-yl]carbonyl}glycinate). The yield is 101.0%. Reaction SMILES: [Si]([O:8][CH2:9][CH2:10][N:11]([C:20]([C:22]1[CH:23]=[N:24][N:25]([C:27]2[CH:32]=[CH:31][C:30]([O:33][CH2:34][CH2:35][CH2:36][N:37]3[CH2:41][CH2:40][CH2:39][C@H:38]3[CH3:42])=[CH:29][CH:28]=2)[CH:26]=1)=[O:21])[CH2:12][C:13]([O:15][C:16]([CH3:19])([CH3:18])[CH3:17])=[O:14])(C(C)(C)C)(C)C.[F-].C([N+](CCCC)(CCCC)CCCC)CCC>O1CCCC1>[OH:8][CH2:9][CH2:10][N:11]([C:20]([C:22]1[CH:23]=[N:24][N:25]([C:27]2[CH:28]=[CH:29][C:30]([O:33][CH2:34][CH2:35][CH2:36][N:37]3[CH2:41][CH2:40][CH2:39][C@H:38]3[CH3:42])=[CH:31][CH:32]=2)[CH:26]=1)=[O:21])[CH2:12][C:13]([O:15][C:16]([CH3:19])([CH3:17])[CH3:18])=[O:14] |f:1.2|. Procedure: To a solution of tert-butyl N-{2-(tert-butyldimethylsilyloxy)ethyl}-N-{[1-(4-{3-[(2R)-2-methylpyrrolidin-1-yl]propoxy}phenyl)-1H-pyrazol-4-yl]carbonyl}glycinate prepared in Example 67-(2) (0.220 g) in tetrahydrofuran (2.0 ml), a solution of tetrabutylammonium fluoride in tetrahydrofuran (1.0 M, 0.37 ml) was added and stirred at room temperature for 30 minutes. The reaction mixture was concentrated under reduced pressure, and the resulting residue was purified by silica gel column chromatography ... Reactants: COC1=CC=C(C=N1)N (6-methoxypyridin-3-ylamine), ClC1=CC(=NC(=N1)N1CCOCC1)C=1C=CC(=NC1)N (5-(6-chloro-2-morpholin-4-yl-pyrimidin-4-yl)-pyridin-2-ylamine), C=1C=CC(=CC1)P(C=2C=CC=CC2)C3=CC=C4C=CC=CC4=C3C5=C6C=CC=CC6=CC=C5P(C=7C=CC=CC7)C=8C=CC=CC8 (BINAP), C([O-])([O-])=O.[Cs+].[Cs+] (cesium carbonate). The reagents and catalysts are CC(=O)[O-].CC(=O)[O-].[Pd+2] (Pd(OAc)2). Run in C1CCOC1 (THF). Run at time 2 minute. The product is NC1=CC=C(C=N1)C1=CC(=NC(=N1)N1CCOCC1)NC=1C=NC(=CC1)OC ([6-(6-amino-pyridin-3-yl)-2-morpholin-4-yl-pyrimidin-4-yl]-(6-methoxy-pyridin-3-yl)-amine). Yield: 32.1%. Reaction SMILES: C1C=CC(P(C2C(C3C(P(C4C=CC=CC=4)C4C=CC=CC=4)=CC=C4C=3C=CC=C4)=C3C(C=CC=C3)=CC=2)C2C=CC=CC=2)=CC=1.C(=O)([O-])[O-].[Cs+].[Cs+].Cl[C:54]1[N:59]=[C:58]([N:60]2[CH2:65][CH2:64][O:63][CH2:62][CH2:61]2)[N:57]=[C:56]([C:66]2[CH:67]=[CH:68][C:69]([NH2:72])=[N:70][CH:71]=2)[CH:55]=1.[CH3:73][O:74][C:75]1[N:80]=[CH:79][C:78]([NH2:81])=[CH:77][CH:76]=1>CC([O-])=O.CC([O-])=O.[Pd+2].C1COCC1>[NH2:72][C:69]1[N:70]=[CH:71][C:66]([C:56]2[N:57]=[C:58]([N:60]3[CH2:65][CH2:64][O:63][CH2:62][CH2:61]3)[N:59]=[C:54]([NH:81][C:78]3[CH:79]=[N:80][C:75]([O:74][CH3:73])=[CH:76][CH:77]=3)[CH:55]=2)=[CH:67][CH:68]=1 |f:1.2.3,6.7.8|. Reported procedure: In a glass pressure vessel, Pd(OAc)2 (2.0 mg, 0.0082 mmol), BINAP (6.4 mg, 0.0102 mmol), cesium carbonate (20.0 mg, 0.0615 mmol) and THF (0.8 mL) were mixed and stirred at room temperature for 1-3 minutes. To the resulting mixture was added 5-(6-chloro-2-morpholin-4-yl-pyrimidin-4-yl)-pyridin-2-ylamine (12.0 mg, 0.041 mmol) followed by 6-methoxypyridin-3-ylamine (10.2 mg, 0.082 mmol). The glass pressure vessel was sealed and stirred at 95° C. for 90 minutes. The reaction mixture was filtered and...